From a dataset of the Open Reaction Database (ORD), a public repository of structured organic reaction records. describe an organic reaction: reactants, conditions, products, and yield Starting materials: CC(C)C(=O)Nc1cccc(C2CCNCC2)c1, O=Cc1ccc2c(c1)CCO2. Yields the product CC(C)C(=O)Nc1cccc(C2CCN(Cc3ccc4c(c3)CCO4)CC2)c1. As a reaction SMILES: [CH3:12][CH:13]([C:14](=[O:15])[NH:16][c:17]1[cH:18][c:19]([CH:23]2[CH2:24][CH2:25][NH:26][CH2:27][CH2:28]2)[cH:20][cH:21][cH:22]1)[CH3:29].[O:1]1[CH2:2][CH2:3][c:4]2[c:5]1[cH:6][cH:7][c:8]([CH:10]=[O:11])[cH:9]2>>[O:1]1[CH2:2][CH2:3][c:4]2[c:5]1[cH:6][cH:7][c:8]([CH2:10][N:26]1[CH2:25][CH2:24][CH:23]([c:19]3[cH:18][c:17]([NH:16][C:14]([CH:13]([CH3:12])[CH3:29])=[O:15])[cH:22][cH:21][cH:20]3)[CH2:28][CH2:27]1)[cH:9]2. Starting materials: BrC=1C(=C2C(=NC1)NC(=N2)C2=CC=C(C=C2)N(C)C)N2CCN(CC2)C(=O)NC2=CC=CC=C2 (4-(6-bromo-2-(4-(dimethylamino)phenyl)-3H-imidazo[4,5-b]pyridin-7-yl)-N-phenylpiperazine-1-carboxamide), COC1=CC=C(C=C1)C=O (4-methoxybenzene carboxaldehyde), ClC=1C(=C(C(=NC1)N)[N+](=O)[O-])N1CCN(CC1)C(C)C1=CC=NC=C1 (5-chloro-3-nitro-4-(4-(1-(pyridin-4-yl)ethyl)piperazin-1-yl)pyridin-2-amine), [O-]S(=O)S(=O)[O-].[Na+].[Na+] (Na2S2O4). Run in C(C)O (ethanol), CN(C)C=O (DMF). Run at time 6 hour. Product: ClC=1C(=C2C(=NC1)NC(=N2)C2=CC=C(C=C2)OC)N2CCN(CC2)C(C)C2=CC=NC=C2 (6-Chloro-2-(4-methoxyphenyl)-7-(4-(1-(pyridin-4-yl)ethyl)piperazin-1-yl)-3H-imidazo[4,5-b]pyridine). The yield is 42.8%. RXN SMILES: BrC1C(N2CCN(C(NC3C=CC=CC=3)=O)CC2)=C2N=C(C3C=CC(N(C)C)=CC=3)NC2=NC=1.[Cl:35][C:36]1[C:37]([N:46]2[CH2:51][CH2:50][N:49]([CH:52]([C:54]3[CH:59]=[CH:58][N:57]=[CH:56][CH:55]=3)[CH3:53])[CH2:48][CH2:47]2)=[C:38]([N+:43]([O-])=O)[C:39]([NH2:42])=[N:40][CH:41]=1.[O-]S(S([O-])=O)=O.[Na+].[Na+].[CH3:68][O:69][C:70]1[CH:75]=[CH:74][C:73]([CH:76]=O)=[CH:72][CH:71]=1>C(O)C.CN(C=O)C>[Cl:35][C:36]1[C:37]([N:46]2[CH2:51][CH2:50][N:49]([CH:52]([C:54]3[CH:59]=[CH:58][N:57]=[CH:56][CH:55]=3)[CH3:53])[CH2:48][CH2:47]2)=[C:38]2[N:43]=[C:76]([C:73]3[CH:74]=[CH:75][C:70]([O:69][CH3:68])=[CH:71][CH:72]=3)[NH:42][C:39]2=[N:40][CH:41]=1 |f:2.3.4|. Reported procedure: This was prepared using the same procedure as for 4-(6-bromo-2-(4-(dimethylamino)phenyl)-3H-imidazo[4,5-b]pyridin-7-yl)-N-phenylpiperazine-1-carboxamide, but here using 5-chloro-3-nitro-4-(4-(1-(pyridin-4-yl)ethyl)piperazin-1-yl)pyridin-2-amine (19 mg, 0.052 mmol), DMF (0.15 mL), ethanol (0.85 mL), 1M Na2S2O4 (3 eq, 0.16 mmol, 0.16 mL) and 4-methoxybenzene carboxaldehyde (1.1 eq, 0.058 mmol, 8 mg). After 6 h, concentration in vacuo and purification by preparative tlc (CH2Cl2-MeOH, 95:5) gave the... The reactants are CCCN(CCC)C(=O)c1cc(Br)cc(C(=O)OC)c1, O=C([O-])[O-], CCB(O)O, [Cl-], [K+], [K+], [Li+], CN(C)C=O. The product is CCCN(CCC)C(=O)c1cc(CC)cc(C(=O)OC)c1. Reaction SMILES: [Br:14][c:15]1[cH:16][c:17]([C:18](=[O:19])[O:20][CH3:21])[cH:22][c:23]([C:25](=[O:26])[N:27]([CH2:28][CH2:29][CH3:30])[CH2:31][CH2:32][CH3:33])[cH:24]1.[C:6](=[O:7])([O-:8])[O-:9].[CH2:1]([CH3:2])[B:3]([OH:4])[OH:5].[Cl-:13].[K+:10].[K+:11].[Li+:12].[O:34]=[CH:35][N:36]([CH3:37])[CH3:38]>>[CH2:1]([CH3:2])[c:15]1[cH:16][c:17]([C:18](=[O:19])[O:20][CH3:21])[cH:22][c:23]([C:25](=[O:26])[N:27]([CH2:28][CH2:29][CH3:30])[CH2:31][CH2:32][CH3:33])[cH:24]1. Reactants: [Br-], CC(C)c1cc(S(N)(=O)=O)c(C(C)C)c(C#N)c1Br, Br, [C-]#N, Cl, CC(C)c1cc(S(N)(=O)=O)c(C(C)C)c(N)c1Br. Product: CC(C)c1cc(S(N)(=O)=O)c(C(C)C)c(Br)c1Br. RXN SMILES: [Br-:5].[Br:24][c:25]1[c:26]([CH:27]([CH3:28])[CH3:29])[cH:30][c:31]([S:32]([NH2:33])(=[O:34])=[O:35])[c:36]([CH:37]([CH3:38])[CH3:39])[c:40]1[C:41]#[N:42].[BrH:2].[C-:3]#[N:4].[ClH:1].[NH2:6][c:7]1[c:8]([CH:21]([CH3:22])[CH3:23])[c:9]([S:17](=[O:18])(=[O:19])[NH2:20])[cH:10][c:11]([CH:14]([CH3:15])[CH3:16])[c:12]1[Br:13]>>[c:7]1([Br:24])[c:8]([CH:21]([CH3:22])[CH3:23])[c:9]([S:17](=[O:18])(=[O:19])[NH2:20])[cH:10][c:11]([CH:14]([CH3:15])[CH3:16])[c:12]1[Br:13]. Starting materials: [H-].[Na+] (sodium hydride), [H][H] (hydrogen), C12C=CCCC2OC(C1)O (7-oxabicyclo[4.3.0]non-2-en-8-ol), ice water, [Br-].C(=O)(O)CCCC[P+](C1=CC=CC=C1)(C1=CC=CC=C1)C1=CC=CC=C1 (4-carboxybutyltriphenylphosphonium bromide). Run in O (Water), CS(=O)C (dimethylsulfoxide), CS(=O)C (DMSO). Yields the product OC1CCC=CC1C\C=C/CCCC(=O)O (7-(6-hydroxycyclohex-2-enyl)hept-5Z-enoic acid). The yield is 60.9%. As a reaction SMILES: [H-].[Na+].[H][H].[Br-].[C:6]([CH2:9][CH2:10][CH2:11][CH2:12][P+](C1C=CC=CC=1)(C1C=CC=CC=1)C1C=CC=CC=1)([OH:8])=[O:7].[CH:32]12[CH2:40][CH:39](O)[O:38][CH:37]1[CH2:36][CH2:35][CH:34]=[CH:33]2>CS(C)=O.O>[OH:38][CH:37]1[CH:32]([CH2:40]/[CH:39]=[CH:12]\[CH2:11][CH2:10][CH2:9][C:6]([OH:8])=[O:7])[CH:33]=[CH:34][CH2:35][CH2:36]1 |f:0.1,3.4|. Reported procedure: A 12.5 g (296 mmol) portion of sodium hydride (57% oil dispersion) was heated with 95 ml of dry dimethylsulfoxide (DMSO) under argon at 65°-75° for ca. 2.5 hr until hydrogen evolution had ceased. The mixture was stirred with ice-water cooling as 48.3 g (109 mmol) of 4-carboxybutyltriphenylphosphonium bromide (Aldrich) was added as a solid. The resultant deep red mixture was stirred at 0° for several minutes, then at room temperature until most of the salts had dissolved (1 hr). A solution of 12....